This data is from the Open Reaction Database (ORD), a public repository of structured organic reaction records. The task is: describe an organic reaction: reactants, conditions, products, and yield Product: CN1C(=O)OC(C)(c2ccc(Cl)cc2)c2cc(Nc3ccc(Br)cc3)ccc21. Reaction SMILES: [Br:22][c:23]1[cH:24][cH:25][c:26]([B:29]([OH:30])[OH:31])[cH:27][cH:28]1.[NH2:1][c:2]1[cH:3][cH:4][c:5]2[c:6]([cH:21]1)[C:7]([CH3:13])([c:14]1[cH:15][cH:16][c:17]([Cl:20])[cH:18][cH:19]1)[O:8][C:9](=[O:12])[N:10]2[CH3:11]>>[NH:1]([c:2]1[cH:3][cH:4][c:5]2[c:6]([cH:21]1)[C:7]([CH3:13])([c:14]1[cH:15][cH:16][c:17]([Cl:20])[cH:18][cH:19]1)[O:8][C:9](=[O:12])[N:10]2[CH3:11])[c:26]1[cH:25][cH:24][c:23]([Br:22])[cH:28][cH:27]1. The reactants are OB(O)c1ccc(Br)cc1, CN1C(=O)OC(C)(c2ccc(Cl)cc2)c2cc(N)ccc21. The reactants are C1CCOC1, OC(c1ccc(Oc2ccccc2)cc1)c1nccnc1Cl, O=C1NC(=O)c2ccccc21, c1ccc(P(c2ccccc2)c2ccccc2)cc1. Product: O=C1c2ccccc2C(=O)N1C(c1ccc(Oc2ccccc2)cc1)c1nccnc1Cl. As a reaction SMILES: [CH2:53]1[O:54][CH2:55][CH2:56][CH2:57]1.[Cl:1][c:2]1[c:3]([CH:8]([OH:9])[c:10]2[cH:11][cH:12][c:13]([O:16][c:17]3[cH:18][cH:19][cH:20][cH:21][cH:22]3)[cH:14][cH:15]2)[n:4][cH:5][cH:6][n:7]1.[O:23]=[C:24]1[NH:25][C:26](=[O:27])[c:28]2[cH:29][cH:30][cH:31][cH:32][c:33]21.[c:34]1([P:35]([c:36]2[cH:37][cH:38][cH:39][cH:40][cH:41]2)[c:42]2[cH:43][cH:44][cH:45][cH:46][cH:47]2)[cH:48][cH:49][cH:50][cH:51][cH:52]1>>[Cl:1][c:2]1[c:3]([CH:8]([c:10]2[cH:11][cH:12][c:13]([O:16][c:17]3[cH:18][cH:19][cH:20][cH:21][cH:22]3)[cH:14][cH:15]2)[N:25]2[C:24](=[O:23])[c:33]3[c:28]([cH:29][cH:30][cH:31][cH:32]3)[C:26]2=[O:27])[n:4][cH:5][cH:6][n:7]1. The reactants are O (Water), O=S1(N(CCC1)C1=C(C=C(C(=O)O)C=C1)OC)=O (4-(1,1-Dioxo-1λ6-isothiazolidin-2-yl)-3-methoxybenzoic acid), CC1=C(C=CC(=C1)C)N1CCNCC1 (1-(2,4-dimethylphenyl)piperazine), O.[Cl-].COC1=NC(=NC(=N1)OC)[N+]1(CCOCC1)C (4-(4,6-dimethoxy[1.3.5]triazin-2-yl)-4-methylmorpholinium chloride hydrate). Solvent: C(Cl)(Cl)Cl (chloroform), CO (methanol). Yields the product CC1=C(C=CC(=C1)C)N1CCN(CC1)C(=O)C1=CC(=C(C=C1)N1S(CCC1)(=O)=O)OC ([4-(2,4-dimethylphenyl)piperazin-1-yl][4-(1,1-dioxo-1λ6-isothiazolidin-2-yl)-3-methoxyphenyl]methanone). The yield is 88.6%. RXN SMILES: [O:1]=[S:2]1(=[O:18])[CH2:6][CH2:5][CH2:4][N:3]1[C:7]1[CH:15]=[CH:14][C:10]([C:11]([OH:13])=O)=[CH:9][C:8]=1[O:16][CH3:17].[CH3:19][C:20]1[CH:25]=[C:24]([CH3:26])[CH:23]=[CH:22][C:21]=1[N:27]1[CH2:32][CH2:31][NH:30][CH2:29][CH2:28]1.O.[Cl-].COC1N=C(OC)N=C([N+]2(C)CCOCC2)N=1.O>C(Cl)(Cl)Cl.CO>[CH3:19][C:20]1[CH:25]=[C:24]([CH3:26])[CH:23]=[CH:22][C:21]=1[N:27]1[CH2:28][CH2:29][N:30]([C:11]([C:10]2[CH:14]=[CH:15][C:7]([N:3]3[CH2:4][CH2:5][CH2:6][S:2]3(=[O:1])=[O:18])=[C:8]([O:16][CH3:17])[CH:9]=2)=[O:13])[CH2:31][CH2:32]1 |f:2.3.4|. Procedure details: 4-(1,1-Dioxo-1λ6-isothiazolidin-2-yl)-3-methoxybenzoic acid (285 mg) described in Preparation Example 21 and 1-(2,4-dimethylphenyl)piperazine (199 mg) were dissolved in a solution of chloroform (2.1 mL) and methanol (2.1 mL), 4-(4,6-dimethoxy[1.3.5]triazin-2-yl)-4-methylmorpholinium chloride hydrate (349 mg) was added, and the mixture was stirred at room temperature. Water was added to the reaction mixture, and the mixture was extracted with ethyl acetate. The organic layer was washed with satur... The product is CSc1ccc(I)c([N+](=O)[O-])c1. Starting materials: COS(=O)(=O)OC, CSc1ccc(I)cc1, O=[N+]([O-])O, O=S(=O)(O)O. RXN SMILES: [CH3:10][O:11][S:12]([O:13][CH3:14])(=[O:15])=[O:16].[I:1][c:2]1[cH:3][cH:4][c:5]([S:8][CH3:9])[cH:6][cH:7]1.[OH:17][N+:18]([O-:19])=[O:20].[S:21](=[O:22])(=[O:23])([OH:24])[OH:25]>>[I:1][c:2]1[c:3]([N+:18](=[O:17])[O-:19])[cH:4][c:5]([S:8][CH3:9])[cH:6][cH:7]1.